describe an organic reaction: reactants, conditions, products, and yield From a dataset of the Open Reaction Database (ORD), a public repository of structured organic reaction records. RXN SMILES: [Br:14][c:15]1[cH:16][c:17]([NH:21][c:22]2[n:23][cH:24][n:25][c:26]3[cH:27][cH:28][c:29]([NH2:32])[cH:30][c:31]23)[cH:18][cH:19][cH:20]1.[Br:7][CH2:8][CH:9]=[CH:10][C:11](=[O:12])[OH:13].[CH3:51][CH2:52][O:53][C:54](=[O:55])[CH3:56].[CH3:57][N:58]([CH3:59])[CH:60]=[O:61].[CH:33]([N:34]([CH:35]([CH3:36])[CH3:37])[CH2:38][CH3:39])([CH3:40])[CH3:41].[Cl:1][C:2]([C:3]([Cl:4])=[O:5])=[O:6].[Cl:42][CH2:43][Cl:44].[O:45]1[CH2:46][CH2:47][CH2:48][CH2:49]1.[OH2:50]>>[Br:7][CH2:8][CH:9]=[CH:10][C:11](=[O:13])[NH:32][c:29]1[cH:28][cH:27][c:26]2[n:25][cH:24][n:23][c:22]([NH:21][c:17]3[cH:16][c:15]([Br:14])[cH:20][cH:19][cH:18]3)[c:31]2[cH:30]1. Reactants: Nc1ccc2ncnc(Nc3cccc(Br)c3)c2c1, O=C(O)C=CCBr, CCOC(C)=O, CN(C)C=O, CCN(C(C)C)C(C)C, O=C(Cl)C(=O)Cl, ClCCl, C1CCOC1, O. Yields the product O=C(C=CCBr)Nc1ccc2ncnc(Nc3cccc(Br)c3)c2c1. Starting materials: CCO, COC(=O)c1c(F)ccc([N+](=O)[O-])c1F. Product: COC(=O)c1c(F)ccc(N)c1F. As a reaction SMILES: [CH3:16][CH2:17][OH:18].[F:1][c:2]1[c:3]([C:4](=[O:5])[O:6][CH3:7])[c:8]([F:15])[cH:9][cH:10][c:11]1[N+:12]([O-:13])=[O:14]>>[F:1][c:2]1[c:3]([C:4](=[O:5])[O:6][CH3:7])[c:8]([F:15])[cH:9][cH:10][c:11]1[NH2:12]. The reactants are C(CC1=CC(OC)=C(O)C=C1)(=O)O (homovanillic acid), CC(=O)C1=CC(OC)=C(O)C=C1 (acetovanillon), C(C1=CC(OC)=C(O)C=C1)(=O)O (vanillic acid). Product: C(C1=CC(OC)=C(O)C(OC)=C1)(=O)O (syringic acid), CC(=O)C1=CC(=C(C(=C1)OC)O)OC (acetosyringon), COC=1C=CC=C(C1O)OC (syringol). Reaction SMILES: [C:1]([OH:12])(=[O:11])[C:2]1[CH:10]=[CH:9][C:7]([OH:8])=[C:4]([O:5][CH3:6])[CH:3]=1.C(O)(=O)C[C:15]1[CH:23]=[CH:22][C:20]([OH:21])=[C:17]([O:18][CH3:19])[CH:16]=1.[CH3:26][C:27]([C:29]1[CH:37]=[CH:36][C:34]([OH:35])=[C:31]([O:32][CH3:33])[CH:30]=1)=[O:28]>>[C:1]([OH:12])(=[O:11])[C:2]1[CH:10]=[C:9]([O:18][CH3:17])[C:7]([OH:8])=[C:4]([O:5][CH3:6])[CH:3]=1.[CH3:26][C:27]([C:29]1[CH:30]=[C:31]([O:32][CH3:33])[C:34]([OH:35])=[C:36]([O:5][CH3:4])[CH:37]=1)=[O:28].[CH3:4][O:5][C:22]1[CH:23]=[CH:15][CH:16]=[C:17]([O:18][CH3:19])[C:20]=1[OH:21]. Procedure details: As it is shown in Table 1.4, in the case of vanillic acid, homovanillic acid and acetovanillon, average initial concentrations of ca. 60 ppm, ca. 25 ppm and ca. 5 ppm, respectively, were found. After treatment in the reactor, the concentrations of all three species were reduced to a level around or under the detection limit (1-2 ppm) for the analysis. Similar results were obtained for syringic acid, acetosyringon and syringol, for which average initial concentrations of ca. 45 ppm, ca. 28 ppm an...